From a dataset of the Open Reaction Database (ORD), a public repository of structured organic reaction records. describe an organic reaction: reactants, conditions, products, and yield Reactants: CN(C1=CC=C(CC2NCCC3=CC(=C(C=C23)OC)OC)C=C1)C (1-(4-Dimethylamino-benzyl)-6,7-dimethoxy-1,2,3,4-tetrahydroisoquinoline), BrCC(=O)Br (2-bromoacetyl bromide), C1(CCCC2=CC=CC=C12)N (1,2,3,4-tetrahydro-1-naphthylamine). Product: CN(C1=CC=C(CC2N(CCC3=CC(=C(C=C23)OC)OC)CC(=O)NC2CCCC3=CC=CC=C23)C=C1)C (2-[1-(4-Dimethylamino-benzyl)-6,7-dimethoxy-3,4-dihydro-1H-isoquinolin-2-yl]-N-(1,2,3,4-tetrahydro-naphthalen-1-yl)-acetamide). Reaction SMILES: [CH3:1][N:2]([CH3:24])[C:3]1[CH:23]=[CH:22][C:6]([CH2:7][CH:8]2[C:17]3[C:12](=[CH:13][C:14]([O:20][CH3:21])=[C:15]([O:18][CH3:19])[CH:16]=3)[CH2:11][CH2:10][NH:9]2)=[CH:5][CH:4]=1.Br[CH2:26][C:27](Br)=[O:28].[CH:30]1([NH2:40])[C:39]2[C:34](=[CH:35][CH:36]=[CH:37][CH:38]=2)[CH2:33][CH2:32][CH2:31]1>>[CH3:24][N:2]([CH3:1])[C:3]1[CH:4]=[CH:5][C:6]([CH2:7][CH:8]2[C:17]3[C:12](=[CH:13][C:14]([O:20][CH3:21])=[C:15]([O:18][CH3:19])[CH:16]=3)[CH2:11][CH2:10][N:9]2[CH2:26][C:27]([NH:40][CH:30]2[C:39]3[C:34](=[CH:35][CH:36]=[CH:37][CH:38]=3)[CH2:33][CH2:32][CH2:31]2)=[O:28])=[CH:22][CH:23]=1. Procedure: prepared by reaction of 1-(4-Dimethylamino-benzyl)-6,7-dimethoxy-1,2,3,4-tetrahydroisoquinoline and 2-bromoacetyl bromide with 1,2,3,4-tetrahydro-1-naphthylamine Starting materials: CC(=O)O, [H][H], CCOC(=O)c1cn(CC)c2cc(-c3nc(CN=[N+]=[N-])cs3)c(F)cc2c1=O. Product: CCOC(=O)c1cn(CC)c2cc(-c3nc(CN)cs3)c(F)cc2c1=O. As a reaction SMILES: [CH3:31][C:32](=[O:33])[OH:34].[H:29][H:30].[N:1](=[N+:2]=[N-:3])[CH2:4][c:5]1[n:6][c:7](-[c:10]2[c:11]([F:28])[cH:12][c:13]3[c:14](=[O:27])[c:15]([C:22](=[O:23])[O:24][CH2:25][CH3:26])[cH:16][n:17]([CH2:20][CH3:21])[c:18]3[cH:19]2)[s:8][cH:9]1>>[NH2:1][CH2:4][c:5]1[n:6][c:7](-[c:10]2[c:11]([F:28])[cH:12][c:13]3[c:14](=[O:27])[c:15]([C:22](=[O:23])[O:24][CH2:25][CH3:26])[cH:16][n:17]([CH2:20][CH3:21])[c:18]3[cH:19]2)[s:8][cH:9]1. Starting materials: C(C)(=O)C=1C(=CC=2CCCC(C2C1)CCC)O (3-Acetyl-5-propyl-5,6,7,8-tetrahydro-2-naphthol), [OH-] (hydroxide), S(=O)(=O)(OC)OC (dimethyl sulphate). Solvent: solution. The product is COC1=CC=C(C=C1)C1=CC=C(C=C1)O (4-p-Methoxyphenylphenol). RXN SMILES: C([C:4]1[C:5]([OH:17])=[CH:6][C:7]2C[CH2:9][CH2:10][CH:11]([CH2:14][CH2:15][CH3:16])[C:12]=2[CH:13]=1)(=O)C.[OH-].S(OC)([O:22][CH3:23])(=O)=O>>[CH3:23][O:22][C:16]1[CH:9]=[CH:10][C:11]([C:12]2[CH:13]=[CH:4][C:5]([OH:17])=[CH:6][CH:7]=2)=[CH:14][CH:15]=1. Reported procedure: 4,4'-Dihydroxydiphenyl (1) (32 g 0.17 mol) was dissolved in 2M solution hydroxide solution (0.34 mol) and dimethyl sulphate (22 g 0.175 mol) was added slowly with stirring over half an hour. The sodium salt of the required product was filtered off and dried. The yield was 24 g. The sodium salt of the phenol (24 g) was treated with acetyl chloride (150 cm3), filtered and excess acetyl chloride removed. Work up gave 4- methoxy-4'-acetoxydiphenyl (4) (22 g). As a reaction SMILES: [CH2:1]([CH3:2])[CH:3]1[C:4](=[O:69])[CH2:5][CH2:6][CH:7]([CH3:68])[CH:8]([C:42](=[CH:43][CH:44]2[CH2:45][CH:46]([O:63][CH2:64][CH:65]=[CH2:66])[CH:47]([O:50][S:51]([c:52]3[cH:53][cH:54][cH:55][cH:56][c:57]3[N+:58]([O-:59])=[O:60])(=[O:61])=[O:62])[CH2:48][CH2:49]2)[CH3:67])[O:9][C:10](=[O:41])[CH:11]2[CH2:12][CH2:13][CH2:14][CH2:15][N:16]2[C:17](=[O:40])[C:18](=[O:39])[C:19]2([OH:38])[CH:20]([CH3:37])[CH2:21][CH:22]([O:35][CH3:36])[CH:23]([CH:24]([O:32][CH3:33])[CH2:25][CH:26]([CH3:31])[CH2:27][C:28]([CH3:30])=[CH:29]1)[O:34]2.[CH3:79][CH2:80][O:81][C:82](=[O:83])[CH3:84].[CH:74]([N:75]([CH3:76])[CH3:77])=[O:78].[N-:71]=[N+:72]=[N-:73].[Na+:70]>>[CH2:1]([CH3:2])[CH:3]1[C:4](=[O:69])[CH2:5][CH2:6][CH:7]([CH3:68])[CH:8]([C:42](=[CH:43][CH:44]2[CH2:45][CH:46]([O:63][CH2:64][CH:65]=[CH2:66])[CH:47]([N:71]=[N+:72]=[N-:73])[CH2:48][CH2:49]2)[CH3:67])[O:9][C:10](=[O:41])[CH:11]2[CH2:12][CH2:13][CH2:14][CH2:15][N:16]2[C:17](=[O:40])[C:18](=[O:39])[C:19]2([OH:38])[CH:20]([CH3:37])[CH2:21][CH:22]([O:35][CH3:36])[CH:23]([CH:24]([O:32][CH3:33])[CH2:25][CH:26]([CH3:31])[CH2:27][C:28]([CH3:30])=[CH:29]1)[O:34]2. The reactants are C=CCOC1CC(C=C(C)C2OC(=O)C3CCCCN3C(=O)C(=O)C3(O)OC(C(OC)CC(C)CC(C)=CC(CC)C(=O)CCC2C)C(OC)CC3C)CCC1OS(=O)(=O)c1ccccc1[N+](=O)[O-], CCOC(C)=O, CN(C)C=O, [N-]=[N+]=[N-], [Na+]. Product: C=CCOC1CC(C=C(C)C2OC(=O)C3CCCCN3C(=O)C(=O)C3(O)OC(C(OC)CC(C)CC(C)=CC(CC)C(=O)CCC2C)C(OC)CC3C)CCC1N=[N+]=[N-]. Starting materials: CC(=O)c1cccc(C(C)=O)n1, CO, Cc1cc(C)c(N)c(Cl)c1, O, Cc1ccc(S(=O)(=O)O)cc1. Yields the product CC(=O)c1cccc(C(C)=Nc2c(C)cc(C)cc2Cl)n1. Reaction SMILES: [C:1]([CH3:2])(=[O:3])[c:4]1[n:5][c:6]([C:10]([CH3:11])=[O:12])[cH:7][cH:8][cH:9]1.[CH3:35][OH:36].[Cl:13][c:14]1[c:15]([NH2:16])[c:17]([CH3:22])[cH:18][c:19]([CH3:21])[cH:20]1.[OH2:34].[c:23]1([CH3:24])[cH:25][cH:26][c:27]([S:28]([OH:29])(=[O:30])=[O:31])[cH:32][cH:33]1>>[C:1]([CH3:2])(=[O:3])[c:4]1[n:5][c:6]([C:10]([CH3:11])=[N:16][c:15]2[c:14]([Cl:13])[cH:20][c:19]([CH3:21])[cH:18][c:17]2[CH3:22])[cH:7][cH:8][cH:9]1. The reactants are CC(C(=O)O)c1ccc(C2=CCCCC2)cc1, O=S(Cl)Cl, c1ccccc1. Product: CC(C(=O)O)c1ccc(C2=CCCCC2)cc1, [Cl-]. RXN SMILES: [C:1]1([c:7]2[cH:8][cH:9][c:10]([CH:13]([C:14](=[O:15])[OH:16])[CH3:17])[cH:11][cH:12]2)=[CH:2][CH2:3][CH2:4][CH2:5][CH2:6]1.[S:18]([Cl:19])([Cl:20])=[O:21].[cH:22]1[cH:23][cH:24][cH:25][cH:26][cH:27]1>>[C:1]1([c:7]2[cH:8][cH:9][c:10]([CH:13]([C:14](=[O:15])[OH:16])[CH3:17])[cH:11][cH:12]2)=[CH:2][CH2:3][CH2:4][CH2:5][CH2:6]1.[Cl-:20].